This data is from the Open Reaction Database (ORD), a public repository of structured organic reaction records. The task is: describe an organic reaction: reactants, conditions, products, and yield The reagents and catalysts are C1(=CC=C(C=C1)S(=O)(=O)O)C (p-toluenesulfonic acid). Starting materials: ON=C(C(=O)OCC)C(C)=O (ethyl 2-hydroxyimino-3-oxobutyrate), C(CO)O (ethylene glycol). The yield is 55.8%. The solvent is C1=CC=CC=C1 (benzene). Reported procedure: A mixture of ethyl 2-hydroxyimino-3-oxobutyrate (syn isomer, 10 g), ethylene glycol (19.75 g) and p-toluenesulfonic acid (0.3 g) and dried benzene (150 ml) was heated for 2 hours under reflux while removing water azeotropically. The reaction mixture was washed with water (50 ml), a saturated aqueous solution of sodium bicarbonate (50 ml), water (50 ml) and a saturated aqueous solution of sodium chloride (50 ml) in turn, dried over magnesium sulfate and then filtered. The filtrate was evaporated ... The product is ON=C(C(=O)OCC)C1(C)OCCO1 (ethyl 2-hydroxyimino-3,3-ethylenedioxybutyrate). Reaction SMILES: [OH:1][N:2]=[C:3]([C:9](=[O:11])[CH3:10])[C:4]([O:6][CH2:7][CH3:8])=[O:5].[CH2:12](O)[CH2:13][OH:14]>C1(C)C=CC(S(O)(=O)=O)=CC=1.C1C=CC=CC=1>[OH:1][N:2]=[C:3]([C:9]1([O:14][CH2:13][CH2:12][O:11]1)[CH3:10])[C:4]([O:6][CH2:7][CH3:8])=[O:5].